Dataset: the Open Reaction Database (ORD), a public repository of structured organic reaction records. Task: describe an organic reaction: reactants, conditions, products, and yield The reactants are CO, C1CCOC1, O=Cc1ccc2c(c1)c1ccccc1n2-c1ccc(-c2ccc(-n3c4ccccc4c4ccccc43)cc2)cc1. The product is OCc1ccc2c(c1)c1ccccc1n2-c1ccc(-c2ccc(-n3c4ccccc4c4ccccc43)cc2)cc1. As a reaction SMILES: [CH3:46][OH:47].[O:41]1[CH2:42][CH2:43][CH2:44][CH2:45]1.[cH:1]1[cH:2][cH:3][cH:4][c:5]2[c:6]3[cH:7][cH:8][cH:9][cH:10][c:11]3[n:12](-[c:14]3[cH:15][cH:16][c:17](-[c:20]4[cH:21][cH:22][c:23](-[n:26]5[c:27]6[cH:28][cH:29][cH:30][cH:31][c:32]6[c:33]6[cH:34][c:35]([CH:39]=[O:40])[cH:36][cH:37][c:38]56)[cH:24][cH:25]4)[cH:18][cH:19]3)[c:13]12>>[cH:1]1[cH:2][cH:3][cH:4][c:5]2[c:6]3[cH:7][cH:8][cH:9][cH:10][c:11]3[n:12](-[c:14]3[cH:15][cH:16][c:17](-[c:20]4[cH:21][cH:22][c:23](-[n:26]5[c:27]6[cH:28][cH:29][cH:30][cH:31][c:32]6[c:33]6[cH:34][c:35]([CH2:39][OH:40])[cH:36][cH:37][c:38]56)[cH:24][cH:25]4)[cH:18][cH:19]3)[c:13]12. The reactants are O[C@H](C)[C@@H]1[C@@H]2N([C@H](C([C@@H]2C)=O)C(=O)OCC2=CC=C(C=C2)[N+](=O)[O-])C1=O (4-nitrobenzyl (1R,3R,5R,6S)-6-((1R)-1-hydroxyethyl)-1-methyl-2-oxo-1-carbapenam-3-carboxylate), [N+](=O)([O-])C1=CC=C(COC(=O)N2CCC(CC2)SC=2N=CN3C2SC(=C3)[Sn](CCCC)(CCCC)CCCC)C=C1 (7-[1-(4-nitrobenzyloxycarbonyl)piperidin-4-yl]thio-2-(tri-n-butylstannyl)imidazo[5,1-b]thiazole). Product: O[C@H](C)[C@@H]1[C@@H]2N(C(=C([C@@H]2C)C2=CN3C(S2)=C(N=C3)SC3CCN(CC3)C(=O)OCC3=CC=C(C=C3)[N+](=O)[O-])C(=O)OCC3=CC=C(C=C3)[N+](=O)[O-])C1=O (4-nitrobenzyl (1S,5R,6S)-6-((1R)-1-hydroxyethyl)-1-methyl-2-[7-[1-(4-nitrobenzyloxycarbonyl)piperidin-4-yl]thioimidazo[5,1-b]thiazol-2-yl]-1-carbapen-2-em-3-carboxylate). Yield: 52.1%. Reaction SMILES: [OH:1][C@@H:2]([C@H:4]1[C:25](=[O:26])[N:6]2[C@@H:7]([C:12]([O:14][CH2:15][C:16]3[CH:21]=[CH:20][C:19]([N+:22]([O-:24])=[O:23])=[CH:18][CH:17]=3)=[O:13])[C:8](=O)[C@H:9]([CH3:10])[C@H:5]12)[CH3:3].[N+:27]([C:30]1[CH:67]=[CH:66][C:33]([CH2:34][O:35][C:36]([N:38]2[CH2:43][CH2:42][CH:41]([S:44][C:45]3[N:46]=[CH:47][N:48]4[CH:52]=[C:51]([Sn](CCCC)(CCCC)CCCC)[S:50][C:49]=34)[CH2:40][CH2:39]2)=[O:37])=[CH:32][CH:31]=1)([O-:29])=[O:28]>>[OH:1][C@@H:2]([C@H:4]1[C:25](=[O:26])[N:6]2[C:7]([C:12]([O:14][CH2:15][C:16]3[CH:17]=[CH:18][C:19]([N+:22]([O-:24])=[O:23])=[CH:20][CH:21]=3)=[O:13])=[C:8]([C:51]3[S:50][C:49]4=[C:45]([S:44][CH:41]5[CH2:40][CH2:39][N:38]([C:36]([O:35][CH2:34][C:33]6[CH:66]=[CH:67][C:30]([N+:27]([O-:29])=[O:28])=[CH:31][CH:32]=6)=[O:37])[CH2:43][CH2:42]5)[N:46]=[CH:47][N:48]4[CH:52]=3)[C@H:9]([CH3:10])[C@H:5]12)[CH3:3]. Procedure details: The procedure of Example 1a) was repeated, except that 410 mg of 4-nitrobenzyl (1R,3R,5R,6S)-6-((1R)-1-hydroxyethyl)-1-methyl-2-oxo-1-carbapenam-3-carboxylate and 881 mg of 7-[1-(4-nitrobenzyloxycarbonyl)piperidin-4-yl]thio-2-(tri-n-butylstannyl)imidazo[5,1-b]thiazole were used as the starting compounds. Thus, 450 mg of 4-nitrobenzyl (1S,5R,6S)-6-((1R)-1-hydroxyethyl)-1-methyl-2-[7-[1-(4-nitrobenzyloxycarbonyl)piperidin-4-yl]thioimidazo[5,1-b]thiazol-2-yl]-1-carbapen-2-em-3-carboxylate was prepa... Starting materials: C=CCBr, CCOCC, [K+], [K+], O=C([O-])[O-], CN(C)C=O, Oc1ccc(-c2ccccc2)cc1. Yields the product C=CCOc1ccc(-c2ccccc2)cc1. As a reaction SMILES: [CH2:14]([CH:15]=[CH2:16])[Br:17].[CH3:29][CH2:30][O:31][CH2:32][CH3:33].[K+:18].[K+:19].[O-:20][C:21]([O-:22])=[O:23].[O:24]=[CH:25][N:26]([CH3:27])[CH3:28].[c:1]1(-[c:7]2[cH:8][cH:9][c:10]([OH:13])[cH:11][cH:12]2)[cH:2][cH:3][cH:4][cH:5][cH:6]1>>[c:1]1(-[c:7]2[cH:8][cH:9][c:10]([O:13][CH2:16][CH:15]=[CH2:14])[cH:11][cH:12]2)[cH:2][cH:3][cH:4][cH:5][cH:6]1. Starting materials: ClC=1C(=NC(=NC1)NC1=C(C=C(C(=C1)[N+](=O)[O-])N(C)CCN(C)C)OC)C1=CNC2=CC=CC=C12 (N-[5-chloro-4-(1H-indol-3-yl)pyrimidin-2-yl]-N′-(2-dimethylaminoethyl)-2-methoxy-N′-methyl-5-nitrobenzene-1,4-diamine), ClC=1C(=NC(=NC1)NC1=C(C=C(C(=C1)[N+](=O)[O-])N(C)CCN(C)C)OC)C1=CNC2=CC=CC=C12 (N-[5-chloro-4-(1H-indol-3-yl)pyrimidin-2-yl]-N′-(2-dimethylaminoethyl)-2-methoxy-N′-methyl-5-nitrobenzene-1,4-diamine), [NH4+].[Cl-] (NH4Cl). Reagents/catalysts: [Fe] (iron). The solvent is C(C)O (ethanol), O (water). Product: N (ammonia), ClC=1C(=NC(=NC1)NC=1C=C(C(=CC1OC)N(C)CCN(C)C)N)C1=CNC2=CC=CC=C12 (N4-[5-Chloro-4-(1H-indol-3-yl)pyrimidin-2-yl]-N1-(2-dimethylamino-ethyl)-5-methoxy-N1-methylbenzene-1,2,4-triamine). Yield: 96.1%. As a reaction SMILES: [Cl:1][C:2]1[C:3]([C:27]2[C:35]3[C:30](=[CH:31][CH:32]=[CH:33][CH:34]=3)[NH:29][CH:28]=2)=[N:4][C:5]([NH:8][C:9]2[CH:14]=[C:13]([N+:15]([O-])=O)[C:12]([N:18]([CH2:20][CH2:21][N:22]([CH3:24])[CH3:23])[CH3:19])=[CH:11][C:10]=2[O:25][CH3:26])=[N:6][CH:7]=1.[NH4+].[Cl-]>C(O)C.O.[Fe]>[NH3:4].[Cl:1][C:2]1[C:3]([C:27]2[C:35]3[C:30](=[CH:31][CH:32]=[CH:33][CH:34]=3)[NH:29][CH:28]=2)=[N:4][C:5]([NH:8][C:9]2[CH:14]=[C:13]([NH2:15])[C:12]([N:18]([CH2:20][CH2:21][N:22]([CH3:24])[CH3:23])[CH3:19])=[CH:11][C:10]=2[O:25][CH3:26])=[N:6][CH:7]=1 |f:1.2|. Procedure: A mixture of N-[5-chloro-4-(1H-indol-3-yl)pyrimidin-2-yl]-N′-(2-dimethylaminoethyl)-2-methoxy-N′-methyl-5-nitrobenzene-1,4-diamine (Intermediate 96, 350 mg, 0.71 mmol), iron (236 mg, 4.23 mmol) and NH4Cl (28.3 mg, 0.53 mmol) in ethanol (15 mL) and water (5 mL) were heated at reflux for 1.5 h. The mixture was then cooled and concentrated in vacuo. The residue was triturated in 10% CH3OH in CH2Cl2 (15 mL) for 0.25 h and then filtered. The residues were triturated again with 10% CH3OH in CH2Cl2 (15... Starting materials: CC(C)(F)CCC(CC(O)C(Cc1ccccc1)NC(=O)c1cnc2ccccc2n1)C(=N)N, ClCCl, N#CBr. Product: CC(C)(F)CCC(CC(O)C(Cc1ccccc1)NC(=O)c1cnc2ccccc2n1)C(N)=NC#N. As a reaction SMILES: [CH2:1]([c:2]1[cH:3][cH:4][cH:5][cH:6][cH:7]1)[CH:8]([CH:9]([CH2:10][CH:11]([CH2:12][CH2:13][C:14]([CH3:15])([CH3:16])[F:17])[C:18]([NH2:19])=[NH:20])[OH:21])[NH:22][C:23](=[O:24])[c:25]1[n:26][c:27]2[cH:28][cH:29][cH:30][cH:31][c:32]2[n:33][cH:34]1.[CH2:38]([Cl:39])[Cl:40].[N:35]#[C:36][Br:37]>>[CH2:1]([c:2]1[cH:3][cH:4][cH:5][cH:6][cH:7]1)[CH:8]([CH:9]([CH2:10][CH:11]([CH2:12][CH2:13][C:14]([CH3:15])([CH3:16])[F:17])[C:18]([NH2:19])=[N:20][C:36]#[N:35])[OH:21])[NH:22][C:23](=[O:24])[c:25]1[n:26][c:27]2[cH:28][cH:29][cH:30][cH:31][c:32]2[n:33][cH:34]1. Starting materials: C1(=CC=CC=C1)NN (phenylhydrazine), S1C(=CC=C1)C(=O)Cl (2-thienylcarbonyl chloride), C(C)=O (acetaldehyde), C1(=CC=CC=C1)NN.C(C)=O (acetaldehyde phenylhydrazine). Solvent: O (water), CCOCC (ether), C1=CC=CC=C1 (Benzene), N1=CC=CC=C1 (pyridine). Product: C1(=CC=CS1)C(=O)N1C2=CC=CC=C2C=2CC(CCC12)C(=O)O (9-(2-Thenoyl)-1,2,3,4-tetrahydrocarbazole-3-carboxylic acid). As a reaction SMILES: [C:1]1([NH:7]N)[CH:6]=[CH:5][CH:4]=[CH:3][CH:2]=1.[CH:9](=[O:11])C.[C:12]1(NN)[CH:17]=[CH:16][CH:15]=[CH:14][CH:13]=1.C(=[O:22])C.[S:23]1[CH:27]=[CH:26][CH:25]=[C:24]1[C:28](Cl)=[O:29]>O.N1C=CC=CC=1.C1C=CC=CC=1.CCOCC>[C:24]1([C:28]([N:7]2[C:15]3[CH2:16][CH2:17][CH:12]([C:9]([OH:11])=[O:22])[CH2:13][C:14]=3[C:6]3[C:1]2=[CH:2][CH:3]=[CH:4][CH:5]=3)=[O:29])[S:23][CH:27]=[CH:26][CH:25]=1 |f:2.3|. Procedure: To 22 ml. of phenylhydrazine in 22 ml. of ether was added 22 ml. of acetaldehyde, gentle reflux being maintained with external cooling, and the solution was allowed to stand for one-half hour. Benzene was added and the solution was dried over magnesium sulfate, filtered, dried over calcium sulfate, and evaporated to dryness under reduced pressure below 35°C. The residue was dissolved in pentane and the mixture was chilled and filtered to give 6.9 g. of acetaldehyde phenylhydrazine, a cold soluti... Reactants: N1C(C2(C3=CC=CC=C13)C1=C(OC2)C=C2OCCC2=C1)=O (5,6-dihydrospiro[benzo[1,2-b:5,4-b′]difuran-3,3′-indol]-2′(1′H)-one), C([O-])([O-])=O.[Cs+].[Cs+] (cesium carbonate), BrCC1=CC(=CC=C1)C#N (α-bromo-m-tolunitrile). Solvent: CC(CC)=O (2-butanone). Product: O=C1N(C2=CC=CC=C2C12C1=C(OC2)C=C2OCCC2=C1)CC=1C=C(C#N)C=CC1 (3-[(2′-oxo-5,6-dihydrospiro[benzo[1,2-b:5,4-b′]difuran-3,3′-indol]-1′(2′H)-yl)methyl]benzonitrile). The yield is 92.3%. RXN SMILES: [NH:1]1[C:9]2[C:4](=[CH:5][CH:6]=[CH:7][CH:8]=2)[C:3]2([CH2:13][O:12][C:11]3[CH:14]=[C:15]4[C:19](=[CH:20][C:10]2=3)[CH2:18][CH2:17][O:16]4)[C:2]1=[O:21].C(=O)([O-])[O-].[Cs+].[Cs+].Br[CH2:29][C:30]1[CH:35]=[CH:34][CH:33]=[C:32]([C:36]#[N:37])[CH:31]=1>CC(=O)CC>[O:21]=[C:2]1[C:3]2([CH2:13][O:12][C:11]3[CH:14]=[C:15]4[C:19](=[CH:20][C:10]2=3)[CH2:18][CH2:17][O:16]4)[C:4]2[C:9](=[CH:8][CH:7]=[CH:6][CH:5]=2)[N:1]1[CH2:29][C:30]1[CH:31]=[C:32]([CH:33]=[CH:34][CH:35]=1)[C:36]#[N:37] |f:1.2.3|. Reported procedure: To a solution of 5,6-dihydrospiro[benzo[1,2-b:5,4-b′]difuran-3,3′-indol]-2′(1′H)-one (0.97 g, 3.46 mmol) in 2-butanone (25 mL) were added cesium carbonate (3.39 g, 10.39 mmol) and α-bromo-m-tolunitrile (0.85 g, 4.33 mmol). The mixture was heated to reflux for 2 h, cooled to ambient temperature, and filtered. The solid was washed with ethyl acetate. The filtrate was concentrated in vacuo, the residue was purified by column chromatography with ethyl acetate-hexanes (1:5-1:1), followed by recrystal...